Task: describe an organic reaction: reactants, conditions, products, and yield. Dataset: the Open Reaction Database (ORD), a public repository of structured organic reaction records Reactants: O=C(Nc1ccc(Br)cc1)c1ccc(Sc2ccc(O)cc2)c([N+](=O)[O-])c1, CC(=O)O, CCO, [Fe], [Na+], [Na+], O=C([O-])[O-], O. The product is Nc1cc(C(=O)Nc2ccc(Br)cc2)ccc1Sc1ccc(O)cc1. RXN SMILES: [Br:1][c:2]1[cH:3][cH:4][c:5]([NH:8][C:9]([c:10]2[cH:11][c:12]([N+:24]([O-:25])=[O:26])[c:13]([S:16][c:17]3[cH:18][cH:19][c:20]([OH:23])[cH:21][cH:22]3)[cH:14][cH:15]2)=[O:27])[cH:6][cH:7]1.[CH3:34][C:35](=[O:36])[OH:37].[CH3:38][CH2:39][OH:40].[Fe:42].[Na+:28].[Na+:29].[O-:30][C:31](=[O:32])[O-:33].[OH2:41]>>[Br:1][c:2]1[cH:3][cH:4][c:5]([NH:8][C:9]([c:10]2[cH:11][c:12]([NH2:24])[c:13]([S:16][c:17]3[cH:18][cH:19][c:20]([OH:23])[cH:21][cH:22]3)[cH:14][cH:15]2)=[O:27])[cH:6][cH:7]1.